This data is from the Open Reaction Database (ORD), a public repository of structured organic reaction records. The task is: describe an organic reaction: reactants, conditions, products, and yield Reactants: ClC1=NN=C(C2=CC=CC=C12)CC1=CC=NC=C1 (1-chloro-4-(4-pyridyl-methyl)-phthalazine), [I-].[Na+] (sodium-iodide), I (hydroiodic acid). The solvent is CC(=O)C (acetone). Run at time 6 day. Product: IC1=NN=C(C2=CC=CC=C12)CC1=CC=NC=C1 (1-Iodo-4-(4-pyridyl-methyl)-phthalazine). As a reaction SMILES: Cl[C:2]1[C:11]2[C:6](=[CH:7][CH:8]=[CH:9][CH:10]=2)[C:5]([CH2:12][C:13]2[CH:18]=[CH:17][N:16]=[CH:15][CH:14]=2)=[N:4][N:3]=1.[I-:19].[Na+].I>CC(C)=O>[I:19][C:2]1[C:11]2[C:6](=[CH:7][CH:8]=[CH:9][CH:10]=2)[C:5]([CH2:12][C:13]2[CH:18]=[CH:17][N:16]=[CH:15][CH:14]=2)=[N:4][N:3]=1 |f:1.2|. Procedure details: Under exclusion of air, a suspension of 12.8 g (50 mMol) of 1-chloro-4-(4-pyridyl-methyl)-phthalazine (Example 67A.1 in WO 98/35958) and 25 g (166.8 mMol) of sodium-iodide in 0.3 l of acetone is mixed with 20 ml hydroiodic acid (55% Hl in water; 144 mMol) and stirred in the dark during 6 days at RT. Filtration and washing with acetone follow. The remaining solid is suspended in 1 l of water, neutralized with 100 ml of an 1 M Na2CO3 solution, stirred during 10 min, filtered and washed with water,... Starting materials: [NH4+], C1CCOC1, [OH-], O=S(=O)(Cl)c1cccc2cnccc12. Yields the product NS(=O)(=O)c1cccc2cnccc12. RXN SMILES: [NH4+:16].[O:17]1[CH2:18][CH2:19][CH2:20][CH2:21]1.[OH-:15].[cH:1]1[n:2][cH:3][cH:4][c:5]2[c:6]([S:11](=[O:12])(=[O:13])[Cl:14])[cH:7][cH:8][cH:9][c:10]12>>[cH:1]1[n:2][cH:3][cH:4][c:5]2[c:6]([S:11](=[O:12])(=[O:13])[NH2:16])[cH:7][cH:8][cH:9][c:10]12. The reactants are CCN(C(C)C)C(C)C, Fc1ccc(C(c2ccc(F)cc2)N2CCNCC2)cc1, O=CCCc1cc(-c2ccccc2)n(-c2ccccc2)n1. Yields the product Fc1ccc(C(c2ccc(F)cc2)N2CCN(CCCc3cc(-c4ccccc4)n(-c4ccccc4)n3)CC2)cc1. RXN SMILES: [CH:43]([N:44]([CH2:45][CH3:46])[CH:47]([CH3:48])[CH3:49])([CH3:50])[CH3:51].[F:22][c:23]1[cH:24][cH:25][c:26]([CH:29]([N:30]2[CH2:31][CH2:32][NH:33][CH2:34][CH2:35]2)[c:36]2[cH:37][cH:38][c:39]([F:42])[cH:40][cH:41]2)[cH:27][cH:28]1.[c:1]1(-[n:7]2[n:8][c:9]([CH2:18][CH2:19][CH:20]=[O:21])[cH:10][c:11]2-[c:12]2[cH:13][cH:14][cH:15][cH:16][cH:17]2)[cH:2][cH:3][cH:4][cH:5][cH:6]1>>[c:1]1(-[n:7]2[n:8][c:9]([CH2:18][CH2:19][CH2:20][N:33]3[CH2:32][CH2:31][N:30]([CH:29]([c:26]4[cH:25][cH:24][c:23]([F:22])[cH:28][cH:27]4)[c:36]4[cH:37][cH:38][c:39]([F:42])[cH:40][cH:41]4)[CH2:35][CH2:34]3)[cH:10][c:11]2-[c:12]2[cH:13][cH:14][cH:15][cH:16][cH:17]2)[cH:2][cH:3][cH:4][cH:5][cH:6]1. Starting materials: Cl.Cl.BrC1=C(C=CC2=C1N(C(=N2)[C@H](C)N)C2=CC=CC=C2)OC ((S)-1-(7-bromo-6-methoxy-1-phenyl-1H-benzoimidazol-2-yl)ethylamine dihydrochloride), ClC1=C2N=CN(C2=NC=N1)C1OCCCC1 (6-chloro-9-(tetrahydro-pyran-2-yl)-9H-purine), CCN(C(C)C)C(C)C (DIPEA). Run in CC(C)O (IPA). Conditions: temperature 90 celsius. The product is BrC1=C(C=CC2=C1N(C(=N2)[C@H](C)NC2=C1N=CN(C1=NC=N2)C2OCCCC2)C2=CC=CC=C2)OC ([(S)-1-(7-Bromo-6-methoxy-1-phenyl-1H-benzoimidazol-2-yl)ethyl]-[9-(tetrahydro-pyran-2-yl)-9H-purin-6-yl]amine). Isolated yield 45.9%. As a reaction SMILES: Cl.Cl.[Br:3][C:4]1[C:9]2[N:10]([C:16]3[CH:21]=[CH:20][CH:19]=[CH:18][CH:17]=3)[C:11]([C@@H:13]([NH2:15])[CH3:14])=[N:12][C:8]=2[CH:7]=[CH:6][C:5]=1[O:22][CH3:23].Cl[C:25]1[N:33]=[CH:32][N:31]=[C:30]2[C:26]=1[N:27]=[CH:28][N:29]2[CH:34]1[CH2:39][CH2:38][CH2:37][CH2:36][O:35]1.CCN(C(C)C)C(C)C>CC(O)C>[Br:3][C:4]1[C:9]2[N:10]([C:16]3[CH:17]=[CH:18][CH:19]=[CH:20][CH:21]=3)[C:11]([C@@H:13]([NH:15][C:25]3[N:33]=[CH:32][N:31]=[C:30]4[C:26]=3[N:27]=[CH:28][N:29]4[CH:34]3[CH2:39][CH2:38][CH2:37][CH2:36][O:35]3)[CH3:14])=[N:12][C:8]=2[CH:7]=[CH:6][C:5]=1[O:22][CH3:23] |f:0.1.2|. Procedure details: To a solution of (S)-1-(7-bromo-6-methoxy-1-phenyl-1H-benzoimidazol-2-yl)ethylamine dihydrochloride (0.75 g, 1.8 mmol) in IPA (10 mL) was added 6-chloro-9-(tetrahydro-pyran-2-yl)-9H-purine (0.56 mg, 2.34 mmol) and DIPEA (1.2 mL, 7.2 mmol) and the reaction mixture heated at 90° C. for 16 h. The reaction mixture was concentrated in vacuo and the resultant residue subjected to flash chromatography (SiO2, eluting with 0-10% methanol in EtOAc) to give the title compound as a white solid (453 mg, 44%)... Starting materials: BrC1=NC=C(C=C1N(S(=O)(=O)C1=CC(=C(C=C1)Cl)C(F)(F)F)COC)Cl (N-(2-bromo-5-chloro-pyridin-3-yl)-4-chloro-N-methoxymethyl-3-trifluoromethyl-benzenesulfonamide), C(C)(C)[Mg]Cl (isopropylmagnesium chloride), CON(C(C1=CC(=NC=C1)N1CCOCC1)=O)C (N-methoxy-N-methyl-2-morpholin-4-yl-isonicotinamide). The solvent is C1CCOC1 (THF). Reaction conditions: time 8 hour. Yields the product ClC1=C(C=C(C=C1)S(=O)(=O)N(COC)C=1C(=NC=C(C1)Cl)C(=O)C1=CC(=NC=C1)N1CCOCC1)C(F)(F)F (4-chloro-N-[5-chloro-2-(2-morpholin-4-yl-pyridine-4-carbonyl)-pyridin-3-yl]-N-methoxymethyl-3-trifluoromethyl-benzenesulfonamide). As a reaction SMILES: Br[C:2]1[C:7]([N:8]([CH2:23][O:24][CH3:25])[S:9]([C:12]2[CH:17]=[CH:16][C:15]([Cl:18])=[C:14]([C:19]([F:22])([F:21])[F:20])[CH:13]=2)(=[O:11])=[O:10])=[CH:6][C:5]([Cl:26])=[CH:4][N:3]=1.C([Mg]Cl)(C)C.CON(C)[C:35](=[O:48])[C:36]1[CH:41]=[CH:40][N:39]=[C:38]([N:42]2[CH2:47][CH2:46][O:45][CH2:44][CH2:43]2)[CH:37]=1>C1COCC1>[Cl:18][C:15]1[CH:16]=[CH:17][C:12]([S:9]([N:8]([C:7]2[C:2]([C:35]([C:36]3[CH:41]=[CH:40][N:39]=[C:38]([N:42]4[CH2:47][CH2:46][O:45][CH2:44][CH2:43]4)[CH:37]=3)=[O:48])=[N:3][CH:4]=[C:5]([Cl:26])[CH:6]=2)[CH2:23][O:24][CH3:25])(=[O:11])=[O:10])=[CH:13][C:14]=1[C:19]([F:22])([F:21])[F:20]. Procedure: To a solution of N-(2-bromo-5-chloro-pyridin-3-yl)-4-chloro-N-methoxymethyl-3-trifluoromethyl-benzenesulfonamide (590 mg, 1.2 mmol) in THF (2 mL) was added isopropylmagnesium chloride (1.3 mL, 2.6 mmol) slowly at 0° C. One hour later, N-methoxy-N-methyl-2-morpholin-4-yl-isonicotinamide (300 mg, 1.2 mmol) was added and warmed up to RT while stirring overnight, quenched with water, extracted with ethyl acetate, concentrated and purified by flash column to give 4-chloro-N-[5-chloro-2-(2-morpholin-4...